From a dataset of the Open Reaction Database (ORD), a public repository of structured organic reaction records. describe an organic reaction: reactants, conditions, products, and yield The reactants are N#Cc1ccccc1-c1ccc(CBr)cc1, CCCCc1cc(C=CC(=O)OC)c[nH]1, [H-], [Na+], CN(C)C=O, O. Product: CCCCc1cc(C=CC(=O)OC)cn1Cc1ccc(-c2ccccc2C#N)cc1. As a reaction SMILES: [C:18](#[N:19])[c:20]1[c:21](-[c:26]2[cH:27][cH:28][c:29]([CH2:32][Br:33])[cH:30][cH:31]2)[cH:22][cH:23][cH:24][cH:25]1.[CH2:1]([CH2:2][CH2:3][CH3:4])[c:5]1[nH:6][cH:7][c:8]([CH:10]=[CH:11][C:12](=[O:13])[O:14][CH3:15])[cH:9]1.[H-:16].[Na+:17].[O:35]=[CH:36][N:37]([CH3:38])[CH3:39].[OH2:34]>>[CH2:1]([CH2:2][CH2:3][CH3:4])[c:5]1[n:6]([CH2:32][c:29]2[cH:28][cH:27][c:26](-[c:21]3[c:20]([C:18]#[N:19])[cH:25][cH:24][cH:23][cH:22]3)[cH:31][cH:30]2)[cH:7][c:8]([CH:10]=[CH:11][C:12](=[O:13])[O:14][CH3:15])[cH:9]1. Reactants: C(C)(C)(C)OC(=O)N1CCC(CC1)CC=C1C(C2=CC(=CC=C2C1)C(=O)O)=O (2-[2-(N-t-Butyloxycarbonylpiperidin-4-yl)ethylidene]indan- 1-one-6-carboxylic acid), C(=O)([O-])[O-].[Cs+].[Cs+] (Cs2CO3), CI (methyliodide). Solvent: CCOC(=O)C (EtOAc), CO (CH3OH). Yields the product C(C)(C)(C)OC(=O)N1CCC(CC1)CC=C1C(C2=CC(=CC=C2C1)C(=O)OC)=O (Methyl 2-[2-(N-t-Butyloxycarbonylpiperidin-4-yl)ethylidene]indan-1-one-6-carboxylate). As a reaction SMILES: [C:1]([O:5][C:6]([N:8]1[CH2:13][CH2:12][CH:11]([CH2:14][CH:15]=[C:16]2[CH2:24][C:23]3[C:18](=[CH:19][C:20]([C:25]([OH:27])=[O:26])=[CH:21][CH:22]=3)[C:17]2=[O:28])[CH2:10][CH2:9]1)=[O:7])([CH3:4])([CH3:3])[CH3:2].[C:29]([O-])([O-])=O.[Cs+].[Cs+].CI>CO.CCOC(C)=O>[C:1]([O:5][C:6]([N:8]1[CH2:13][CH2:12][CH:11]([CH2:14][CH:15]=[C:16]2[CH2:24][C:23]3[C:18](=[CH:19][C:20]([C:25]([O:27][CH3:29])=[O:26])=[CH:21][CH:22]=3)[C:17]2=[O:28])[CH2:10][CH2:9]1)=[O:7])([CH3:4])([CH3:2])[CH3:3] |f:1.2.3|. Reported procedure: A slurry of 2-1 (4.5 g, 11.7 mmol) in CH3OH (120 mL) was treated with Cs2CO3 (1.9 g, 5.85 mmol) to give a homogenous solution. The solvent was removed in vacuo and the resulting solid was dissolved in DMF (120 mL) and treated with methyliodide (0.72 mL, 11.7 mmol) at room temperature for 18 h. The solution was diluted with EtOAc and washed with H2O, sat. NaHCO3 and brine. The organic layer was dried (MgSO4), filtered, concentrated, and chromatographed (30% EtOAc/Hexanes) to give 2-2 as a white s... Reactants: CC(C)(C)OC(=O)N1CCC(CCOc2ccccc2)CC1, CO. Product: c1ccc(OCCC2CCNCC2)cc1. RXN SMILES: [C:1]([O:2][C:3](=[O:4])[N:8]1[CH2:9][CH2:10][CH:11]([CH2:14][CH2:15][O:16][c:17]2[cH:18][cH:19][cH:20][cH:21][cH:22]2)[CH2:12][CH2:13]1)([CH3:5])([CH3:6])[CH3:7].[CH3:23][OH:24]>>[NH:8]1[CH2:9][CH2:10][CH:11]([CH2:14][CH2:15][O:16][c:17]2[cH:18][cH:19][cH:20][cH:21][cH:22]2)[CH2:12][CH2:13]1. The reactants are C(C1=CC=CC=C1)OC(=O)NC=1C(=NC2=CC(=NC=C2C1)Br)C(=O)OCC (ethyl 3-{[(benzyloxy)carbonyl]amino}-7-bromo-1,6-naphthyridine-2-carboxylate), CC1(OB(OC1(C)C)C=C)C (4,4,5,5-tetramethyl-2-vinyl-1,3,2-dioxaborolane), C([O-])([O-])=O.[K+].[K+] (potassium carbonate). Reagents/catalysts: C=1C=CC(=CC1)[P](C=2C=CC=CC2)(C=3C=CC=CC3)[Pd]([P](C=4C=CC=CC4)(C=5C=CC=CC5)C=6C=CC=CC6)([P](C=7C=CC=CC7)(C=8C=CC=CC8)C=9C=CC=CC9)[P](C=1C=CC=CC1)(C=1C=CC=CC1)C=1C=CC=CC1 (tetrakis(triphenylphosphine)palladium(0)). The solvent is O1CCOCC1 (1,4-dioxane), O (water). Conditions: temperature 95 celsius. Product: C(C1=CC=CC=C1)OC(=O)NC=1C(=NC2=CC(=NC=C2C1)C=C)C(=O)OCC (Ethyl 3-{[(benzyloxy)carbonyl]amino}-7-vinyl-1,6-naphthyridine-2-carboxylate). The yield is 52.0%. Reaction SMILES: [CH2:1]([O:8][C:9]([NH:11][C:12]1[C:13]([C:23]([O:25][CH2:26][CH3:27])=[O:24])=[N:14][C:15]2[C:20]([CH:21]=1)=[CH:19][N:18]=[C:17](Br)[CH:16]=2)=[O:10])[C:2]1[CH:7]=[CH:6][CH:5]=[CH:4][CH:3]=1.[CH3:28][C:29]1(C)C(C)(C)OB(C=C)O1.C(=O)([O-])[O-].[K+].[K+]>O1CCOCC1.O.C1C=CC([P]([Pd]([P](C2C=CC=CC=2)(C2C=CC=CC=2)C2C=CC=CC=2)([P](C2C=CC=CC=2)(C2C=CC=CC=2)C2C=CC=CC=2)[P](C2C=CC=CC=2)(C2C=CC=CC=2)C2C=CC=CC=2)(C2C=CC=CC=2)C2C=CC=CC=2)=CC=1>[CH2:1]([O:8][C:9]([NH:11][C:12]1[C:13]([C:23]([O:25][CH2:26][CH3:27])=[O:24])=[N:14][C:15]2[C:20]([CH:21]=1)=[CH:19][N:18]=[C:17]([CH:28]=[CH2:29])[CH:16]=2)=[O:10])[C:2]1[CH:7]=[CH:6][CH:5]=[CH:4][CH:3]=1 |f:2.3.4,^1:55,57,76,95|. Reported procedure: A mixture of ethyl 3-{[(benzyloxy)carbonyl]amino}-7-bromo-1,6-naphthyridine-2-carboxylate (22 mg, 0.051 mmol), 4,4,5,5-tetramethyl-2-vinyl-1,3,2-dioxaborolane (43 μL, 0.26 mmol), tetrakis(triphenylphosphine)palladium(0) (4 mg, 0.004 mmol), and potassium carbonate (21 mg, 0.15 mmol) in 1,4-dioxane (500 μL) and water (50 μL) in a vial was deoxygenated and purged with nitrogen several times. The vial was sealed under nitrogen and then heated at 95° C. for 3 h. The crude reaction mixture was filtere... Reactants: O=C(NCCc1ccccc1)C1CCCC(F)(F)C1, O. Product: FC1(F)CCCC(C2=NCCc3ccccc32)C1. RXN SMILES: [F:1][C:2]1([F:19])[CH2:3][CH:4]([C:8](=[O:9])[NH:10][CH2:11][CH2:12][c:13]2[cH:14][cH:15][cH:16][cH:17][cH:18]2)[CH2:5][CH2:6][CH2:7]1.[OH2:20]>>[F:1][C:2]1([F:19])[CH2:3][CH:4]([C:8]2=[N:10][CH2:11][CH2:12][c:13]3[cH:14][cH:15][cH:16][cH:17][c:18]32)[CH2:5][CH2:6][CH2:7]1.